From a dataset of the Open Reaction Database (ORD), a public repository of structured organic reaction records. describe an organic reaction: reactants, conditions, products, and yield Starting materials: [BH4-], CCO, [Na+], O=CC1(c2ccccc2)CC1COCc1ccccc1. Yields the product OCC1(c2ccccc2)CC1COCc1ccccc1. Reaction SMILES: [BH4-:1].[CH2:23]([OH:24])[CH3:25].[Na+:2].[c:3]1([C:9]2([CH:21]=[O:22])[CH:10]([CH2:12][O:13][CH2:14][c:15]3[cH:16][cH:17][cH:18][cH:19][cH:20]3)[CH2:11]2)[cH:4][cH:5][cH:6][cH:7][cH:8]1>>[c:3]1([C:9]2([CH2:21][OH:22])[CH:10]([CH2:12][O:13][CH2:14][c:15]3[cH:16][cH:17][cH:18][cH:19][cH:20]3)[CH2:11]2)[cH:4][cH:5][cH:6][cH:7][cH:8]1. Reaction SMILES: [Br:1][c:2]1[cH:3][cH:4][c:5]([CH2:8][C:9](=[O:10])[OH:11])[cH:6][cH:7]1.[C:21]([n:22]1[cH:23][cH:24][n:25][cH:26]1)([n:27]1[cH:28][cH:29][n:30][cH:31]1)=[O:32].[CH:12]([N:13]([CH:14]([CH3:15])[CH3:16])[CH2:17][CH3:18])([CH3:19])[CH3:20].[Cl:49][CH2:50][Cl:51].[F:33][C:34]([c:35]1[cH:36][c:37]([NH2:38])[cH:39][cH:40][cH:41]1)([F:42])[F:43].[O:44]1[CH2:45][CH2:46][CH2:47][CH2:48]1>>[Br:1][c:2]1[cH:3][cH:4][c:5]([CH2:8][C:9](=[O:11])[NH:38][c:37]2[cH:36][c:35]([C:34]([F:33])([F:42])[F:43])[cH:41][cH:40][cH:39]2)[cH:6][cH:7]1. Yields the product O=C(Cc1ccc(Br)cc1)Nc1cccc(C(F)(F)F)c1. The reactants are O=C(O)Cc1ccc(Br)cc1, O=C(n1ccnc1)n1ccnc1, CCN(C(C)C)C(C)C, ClCCl, Nc1cccc(C(F)(F)F)c1, C1CCOC1. The reactants are O=C([O-])[O-], CC=CCO, Cc1ccccc1, [Cs+], [Cs+], [Cu]I, COc1ccc(I)cc1, c1cnc2c(c1)ccc1cccnc12. Yields the product CC=CCOc1ccc(OC)cc1. As a reaction SMILES: [C:15](=[O:16])([O-:17])[O-:18].[CH2:30]([CH:31]=[CH:32][CH3:33])[OH:34].[CH3:37][c:38]1[cH:39][cH:40][cH:41][cH:42][cH:43]1.[Cs+:19].[Cs+:20].[Cu:35][I:36].[I:21][c:22]1[cH:23][cH:24][c:25]([O:28][CH3:29])[cH:26][cH:27]1.[cH:1]1[cH:2][c:3]2[cH:4][cH:5][c:6]3[c:7]([c:8]2[n:9][cH:10]1)[n:11][cH:12][cH:13][cH:14]3>>[c:22]1([O:34][CH2:30][CH:31]=[CH:32][CH3:33])[cH:23][cH:24][c:25]([O:28][CH3:29])[cH:26][cH:27]1. The reactants are CCOC(C)=O, COC(=O)c1ccc(C#CCNS(C)(=O)=O)s1, CO. Yields the product COC(=O)c1ccc(CCCNS(C)(=O)=O)s1. As a reaction SMILES: [CH3:18][CH2:19][O:20][C:21]([CH3:22])=[O:23].[CH3:1][O:2][C:3](=[O:4])[c:5]1[s:6][c:7]([C:10]#[C:11][CH2:12][NH:13][S:14](=[O:15])(=[O:16])[CH3:17])[cH:8][cH:9]1.[CH3:24][OH:25]>>[CH3:1][O:2][C:3](=[O:4])[c:5]1[s:6][c:7]([CH2:10][CH2:11][CH2:12][NH:13][S:14](=[O:15])(=[O:16])[CH3:17])[cH:8][cH:9]1. Reactants: C1(C=2C(C(N1)=O)=CC=CC2)=O (phthalimide), C1(=CC=CC=C1)P(C1=CC=CC=C1)C1=CC=CC=C1 (triphenylphosphine), N(=NC(=O)OC(C)C)C(=O)OC(C)C (diisopropyl azodicarboxylate), OC1CN(CCC1)C1=NN=C(N1CC=C(C)C)C(=O)NCC1=CC=CC2=CC=CC=C12 (3-(3-hydroxy-piperidin-1-yl)-4-(3-methyl-but-2-enyl)-5-(naphth-1-ylmethylaminocarbonyl)-4H-[1,2,4]triazole). Solvent: O1CCCC1 (tetrahydrofuran). Conditions: time 14 hour. The product is NC1CN(CCC1)C1=NN=C(N1CC=C(C)C)C(=O)NCC1=CC=CC2=CC=CC=C12 (3-(3-amino-piperidin-1-yl)-4-(3-methyl-but-2-enyl)-5-(naphth-1-ylmethylaminocarbonyl)-4H-[1,2,4]triazole). RXN SMILES: C1(=O)[NH:5]C(=O)C2=CC=CC=C12.C1(P(C2C=CC=CC=2)C2C=CC=CC=2)C=CC=CC=1.N(C(OC(C)C)=O)=NC(OC(C)C)=O.O[CH:46]1[CH2:51][CH2:50][CH2:49][N:48]([C:52]2[N:56]([CH2:57][CH:58]=[C:59]([CH3:61])[CH3:60])[C:55]([C:62]([NH:64][CH2:65][C:66]3[C:75]4[C:70](=[CH:71][CH:72]=[CH:73][CH:74]=4)[CH:69]=[CH:68][CH:67]=3)=[O:63])=[N:54][N:53]=2)[CH2:47]1>O1CCCC1>[NH2:5][CH:46]1[CH2:51][CH2:50][CH2:49][N:48]([C:52]2[N:56]([CH2:57][CH:58]=[C:59]([CH3:61])[CH3:60])[C:55]([C:62]([NH:64][CH2:65][C:66]3[C:75]4[C:70](=[CH:71][CH:72]=[CH:73][CH:74]=4)[CH:69]=[CH:68][CH:67]=3)=[O:63])=[N:54][N:53]=2)[CH2:47]1. Procedure: 14 mg phthalimide, 65 mg triphenylphosphine and finally 50 μl of diisopropyl azodicarboxylate are added to a solution of 39 mg 3-(3-hydroxy-piperidin-1-yl)-4-(3-methyl-but-2-enyl)-5-(naphth-1-ylmethylaminocarbonyl)-4H-[1,2,4]triazole in 1 ml dry tetrahydrofuran. The solution is stirred for 14 h at ambient temperature and then evaporated to dryness. The residue is taken up in 2 ml of toluene and combined with 50 μl ethanolamine. After 4 h stirring at 80° C. the mixture is cooled to ambient temper...